This data is from the Open Reaction Database (ORD), a public repository of structured organic reaction records. The task is: describe an organic reaction: reactants, conditions, products, and yield The reactants are ClC1=CC(=CC(=C1N)[N+](=O)[O-])[N+](=O)[O-] (6-chloro-2,4-dinitro-aniline), C(CCCCC(=O)O)(=O)O (adipic acid), [H][H] (hydrogen). The reagents and catalysts are [Ni] (nickel). The solvent is O (water). Reaction conditions: time 2 hour. Yields the product ClC1=CC(=CC(=C1N)N)N (6-chloro-1,2,4-triamino-benzene). RXN SMILES: [Cl:1][C:2]1[C:7]([NH2:8])=[C:6]([N+:9]([O-])=O)[CH:5]=[C:4]([N+:12]([O-])=O)[CH:3]=1.C(O)(=O)CCCCC(O)=O.[H][H]>[Ni].O>[Cl:1][C:2]1[C:7]([NH2:8])=[C:6]([NH2:9])[CH:5]=[C:4]([NH2:12])[CH:3]=1. Procedure: 109 Parts of finely ground 6-chloro-2,4-dinitro-aniline together with 73 parts of adipic acid, 10 parts of a commercial-type nickel catalyst (about 50% Ni on kieselguhr) and 500 parts by volume of water charged into a hydrogenation autoclave equipped with a double-acting, magnetically operated agitator. After the autoclave had been sealed, air was expelled from the free volume by passing nitrogen over it (for 15 minutes). Heating and agitator were then put to work, 120 atmsg. of hydrogen were fo... The reactants are O=C([O-])[O-], CC(=O)CCl, [Cs+], [Cs+], NC1=NC2(CO1)c1cc(O)ccc1Oc1ccc(-c3cccnc3)cc12, CN(C)C=O. Yields the product CC(=O)COc1ccc2c(c1)C1(COC(N)=N1)c1cc(-c3cccnc3)ccc1O2. As a reaction SMILES: [C:27](=[O:28])([O-:29])[O-:30].[Cl:33][CH2:34][C:35](=[O:36])[CH3:37].[Cs+:31].[Cs+:32].[NH2:1][C:2]1=[N:6][C:5]2([CH2:4][O:3]1)[c:7]1[cH:8][c:9](-[c:21]3[cH:22][n:23][cH:24][cH:25][cH:26]3)[cH:10][cH:11][c:12]1[O:13][c:14]1[cH:15][cH:16][c:17]([OH:20])[cH:18][c:19]12.[O:38]=[CH:39][N:40]([CH3:41])[CH3:42]>>[NH2:1][C:2]1=[N:6][C:5]2([CH2:4][O:3]1)[c:7]1[cH:8][c:9](-[c:21]3[cH:22][n:23][cH:24][cH:25][cH:26]3)[cH:10][cH:11][c:12]1[O:13][c:14]1[cH:15][cH:16][c:17]([O:20][CH2:34][C:35](=[O:36])[CH3:37])[cH:18][c:19]12. The reactants are COC1=C(C=CC(=C1)OC)C1=NNC2=C(C=CC=C12)C(F)(F)F (3-(2,4-dimethoxyphenyl)-7-(trifluoromethyl)-1H-indazole), ICCC (1-iodopropane). Yields the product COC1=C(C=CC(=C1)OC)C=1N(N=C2C(=CC=CC12)C(F)(F)F)CCC (3-(2,4-DIMETHOXYPHENYL)-2-PROPYL-7-(TRIFLUOROMETHYL)-2H-INDAZOLE). Reaction SMILES: [CH3:1][O:2][C:3]1[CH:8]=[C:7]([O:9][CH3:10])[CH:6]=[CH:5][C:4]=1[C:11]1[C:19]2[C:14](=[C:15]([C:20]([F:23])([F:22])[F:21])[CH:16]=[CH:17][CH:18]=2)[NH:13][N:12]=1.I[CH2:25][CH2:26][CH3:27]>>[CH3:1][O:2][C:3]1[CH:8]=[C:7]([O:9][CH3:10])[CH:6]=[CH:5][C:4]=1[C:11]1[N:12]([CH2:25][CH2:26][CH3:27])[N:13]=[C:14]2[C:19]=1[CH:18]=[CH:17][CH:16]=[C:15]2[C:20]([F:23])([F:22])[F:21]. Reported procedure: Prepared according to Example 101 from 3-(2,4-dimethoxyphenyl)-7-(trifluoromethyl)-1H-indazole and 1-iodopropane. Starting materials: O=C(Cl)C(=O)Cl, O=C(O)c1ccc([N+](=O)[O-])c([N+](=O)[O-])c1, c1ccccc1, c1ccncc1. Yields the product O=C(Cl)c1ccc([N+](=O)[O-])c([N+](=O)[O-])c1. RXN SMILES: [Cl:22][C:23]([C:24]([Cl:25])=[O:26])=[O:27].[N+:1](=[O:2])([O-:3])[c:4]1[cH:5][c:6]([C:7](=[O:8])[OH:9])[cH:10][cH:11][c:12]1[N+:13](=[O:14])[O-:15].[cH:16]1[cH:17][cH:18][cH:19][cH:20][cH:21]1.[cH:28]1[cH:29][cH:30][n:31][cH:32][cH:33]1>>[N+:1](=[O:2])([O-:3])[c:4]1[cH:5][c:6]([C:7](=[O:8])[Cl:22])[cH:10][cH:11][c:12]1[N+:13](=[O:14])[O-:15]. Reactants: C1CCOC1, [Cl-], Cc1nn(C)c(F)c1C(=O)Cl, N, [Na+]. The product is Cc1nn(C)c(F)c1C(N)=O. As a reaction SMILES: [CH2:15]1[O:16][CH2:17][CH2:18][CH2:19]1.[Cl-:14].[F:1][c:2]1[c:3]([C:9](=[O:10])[Cl:11])[c:4]([CH3:8])[n:5][n:6]1[CH3:7].[NH3:12].[Na+:13]>>[F:1][c:2]1[c:3]([C:9](=[O:10])[NH2:12])[c:4]([CH3:8])[n:5][n:6]1[CH3:7]. Starting materials: CC(C)(C)OC(=O)N1CCC(N2CCC(Cc3c(Cl)cc(OCc4ccccc4)cc3Cl)C2=O)CC1, CCOC(C)=O, [OH-], [OH-], [Pd+2]. Product: CC(C)(C)OC(=O)N1CCC(N2CCC(Cc3c(Cl)cc(O)cc3Cl)C2=O)CC1. RXN SMILES: [C:1]([CH3:2])([CH3:3])([CH3:4])[O:5][C:6](=[O:7])[N:8]1[CH2:9][CH2:10][CH:11]([N:14]2[C:15](=[O:36])[CH:16]([CH2:19][c:20]3[c:21]([Cl:35])[cH:22][c:23]([O:27][CH2:28][c:29]4[cH:30][cH:31][cH:32][cH:33][cH:34]4)[cH:24][c:25]3[Cl:26])[CH2:17][CH2:18]2)[CH2:12][CH2:13]1.[CH3:37][CH2:38][O:39][C:40]([CH3:41])=[O:42].[OH-:43].[OH-:45].[Pd+2:44]>>[C:1]([CH3:2])([CH3:3])([CH3:4])[O:5][C:6](=[O:7])[N:8]1[CH2:9][CH2:10][CH:11]([N:14]2[C:15](=[O:36])[CH:16]([CH2:19][c:20]3[c:21]([Cl:35])[cH:22][c:23]([OH:27])[cH:24][c:25]3[Cl:26])[CH2:17][CH2:18]2)[CH2:12][CH2:13]1. Starting materials: amine, OCCN1CCN(CC1)C1=CC=C(S1)C=O (5-[4-(2-hydroxy-ethyl)-piperazin-1-yl]-thiophene-2-carbaldehyde), OCCN1CCN(CC1)C1=CC=C(S1)C=O (5-[4-(2-hydroxy-ethyl)-piperazin-1-yl]-thiophene-2-carbaldehyde), N1(CCNCC1)CCO (1-piperazineethanol), BrC1=CC=C(S1)C=O (5-bromothiophene-2-carboxaldehyde), COC=1C=C(CC#N)C=CC1OC (3,4-dimethoxybenzyl cyanide). The product is COC=1C=C(C=CC1OC)/C(/C#N)=C/C=1SC(=CC1)N1CCN(CC1)CCO ((Z)-2-(3,4-dimethoxy-phenyl)-3-{5-[4-(2-hydroxy-ethyl)-piperazin-1-yl]-thiophen-2-yl}-acrylonitrile). Yield: 48.9%. Reaction SMILES: N1(CCO)CCNCC1.BrC1SC(C=O)=CC=1.[OH:18][CH2:19][CH2:20][N:21]1[CH2:26][CH2:25][N:24]([C:27]2[S:31][C:30]([CH:32]=O)=[CH:29][CH:28]=2)[CH2:23][CH2:22]1.[CH3:34][O:35][C:36]1[CH:37]=[C:38]([CH:42]=[CH:43][C:44]=1[O:45][CH3:46])[CH2:39][C:40]#[N:41]>>[CH3:34][O:35][C:36]1[CH:37]=[C:38](/[C:39](=[CH:32]/[C:30]2[S:31][C:27]([N:24]3[CH2:23][CH2:22][N:21]([CH2:20][CH2:19][OH:18])[CH2:26][CH2:25]3)=[CH:28][CH:29]=2)/[C:40]#[N:41])[CH:42]=[CH:43][C:44]=1[O:45][CH3:46]. Procedure details: Through the procedure as employed in Production step 1, an amine moiety derived from 1-piperazineethanol (7.81 g) was introduced into 5-bromothiophene-2-carboxaldehyde (3.82 g), to thereby yield 5-[4-(2-hydroxy-ethyl)-piperazin-1-yl]-thiophene-2-carbaldehyde (yield: 3.22 g, 67%). The produced 5-[4-(2-hydroxy-ethyl)-piperazin-1-yl]-thiophene-2-carbaldehyde (1.85 g) was condensed with 3,4-dimethoxybenzyl cyanide (1.37 g) through Method A (production step 2), to thereby yield the target product (yi... The reactants are FC1=C(C=CC(=C1)F)C1=C(C=C(C=C1)C(C(=O)O)C)O (2-(2',4'-difluoro-2-hydroxy-4-biphenylyl) propionic acid), NC(CO)(C)C (2-amino-2-methylpropan-1-ol). The solvent is C=1(C(=CC=CC1)C)C (xylene). The product is FC1=C(C=CC(=C1)F)C1=C(C=C(C=C1)C(C)C=1OCC(N1)(C)C)O (2-[1-(2',4'-difluoro-2-hydroxy-4-biphenylyl)ethyl]-4,4-dimethyl-2-oxazoline). As a reaction SMILES: [F:1][C:2]1[CH:7]=[C:6]([F:8])[CH:5]=[CH:4][C:3]=1[C:9]1[CH:14]=[CH:13][C:12]([CH:15]([CH3:19])[C:16]([OH:18])=O)=[CH:11][C:10]=1[OH:20].[NH2:21][C:22]([CH3:26])([CH3:25])[CH2:23]O>C1(C)C(C)=CC=CC=1>[F:1][C:2]1[CH:7]=[C:6]([F:8])[CH:5]=[CH:4][C:3]=1[C:9]1[CH:14]=[CH:13][C:12]([CH:15]([C:16]2[O:18][CH2:23][C:22]([CH3:26])([CH3:25])[N:21]=2)[CH3:19])=[CH:11][C:10]=1[OH:20]. Procedure details: A solution of 2-(2',4'-difluoro-2-hydroxy-4-biphenylyl) propionic acid (1 g.) and 2-amino-2-methylpropan-1-ol (1 ml.) in xylene (20 ml.) was stirred under reflux for 3 days. The solvent was distilled and the solid residue was recrystallised from aqueous methanol to give 2-[1-(2',4'-difluoro-2-hydroxy-4-biphenylyl)ethyl]-4,4-dimethyl-2-oxazoline, m.p. 188°-194° C. (decomposes).